From a dataset of the Open Reaction Database (ORD), a public repository of structured organic reaction records. describe an organic reaction: reactants, conditions, products, and yield Conditions: time 30 minute. RXN SMILES: [H-].[Na+].[C:3]1([N:9]([C:31]2[CH:36]=[CH:35][CH:34]=[CH:33][CH:32]=2)[C:10](=[O:30])[NH:11][NH:12][CH2:13][CH:14]2[CH2:23][CH2:22][C:21]3[C:16](=[CH:17][CH:18]=[CH:19][C:20]=3[O:24][CH2:25][C:26]([O:28][CH3:29])=[O:27])[CH2:15]2)[CH:8]=[CH:7][CH:6]=[CH:5][CH:4]=1.CI.[CH3:39]N(C)P(N(C)C)(N(C)C)=O>O1CCCC1.C(OCC)(=O)C.O>[CH3:39][N:12]([CH2:13][CH:14]1[CH2:23][CH2:22][C:21]2[C:16](=[CH:17][CH:18]=[CH:19][C:20]=2[O:24][CH2:25][C:26]([O:28][CH3:29])=[O:27])[CH2:15]1)[NH:11][C:10]([N:9]([C:3]1[CH:4]=[CH:5][CH:6]=[CH:7][CH:8]=1)[C:31]1[CH:32]=[CH:33][CH:34]=[CH:35][CH:36]=1)=[O:30] |f:0.1|. Procedure: To a suspension of sodium hydride (6.1 mg) in tetrahydrofuran (1.5 ml) was added a solution of the compound prepared in example 15 (70 mg) in tetrahydrofuran (3 ml) under an atmosphere of argon. The mixture was stirred for 30 min at room temperature. To the mixture were successively added methyl iodide (261 mg) and hexamethylphosphoramide (1 ml), After stirred for 2 h at room temperature, the mixture was diluted with ethyl acetate and water. The mixture was extracted with ethyl acetate. The extr... The product is CN(NC(=O)N(C1=CC=CC=C1)C1=CC=CC=C1)CC1CC2=CC=CC(=C2CC1)OCC(=O)OC (Methyl [2-((1-methyl-4,4-diphenylsemicarbazido)methyl)-1,2,3,4-tetrahydronaphthalen-5-yl]oxyacetate). The reactants are C1(=CC=CC=C1)N(C(NNCC1CC2=CC=CC(=C2CC1)OCC(=O)OC)=O)C1=CC=CC=C1 (Methyl [2-((4,4-diphenylsemicarbazido)methyl)-1,2,3,4-tetrahydronaphthalen-5-yl]oxyacetate), CN(P(=O)(N(C)C)N(C)C)C (hexamethylphosphoramide), [H-].[Na+] (sodium hydride), CI (methyl iodide). Solvent: O1CCCC1 (tetrahydrofuran), C(C)(=O)OCC (ethyl acetate), O (water), O1CCCC1 (tetrahydrofuran).